From a dataset of the Open Reaction Database (ORD), a public repository of structured organic reaction records. describe an organic reaction: reactants, conditions, products, and yield Starting materials: COC(=O)CCNC(C1=CC(=C(C=C1)NC)N)=O (3-amino-4-methylamino-benzoic acid-[N-(2-methoxycarbonyl-ethyl)-amide]), P(=O)(Cl)(Cl)Cl (phosphorusoxychloride), C(#N)C1=CC=C(C(=O)Cl)C=C1 (4-cyano-benzoylchloride). Solvent: C(C)(=O)OCC (ethyl acetate). Reaction conditions: temperature 90 celsius. Yields the product C(#N)C1=CC=C(C=C1)C1=NC2=C(N1C)C=CC(=C2)C(=O)NCCC(=O)OC (2-(4-Cyano-phenyl)-5-[(2-methoxycarbonyl-ethyl)-aminocarbonyl]-1-methyl-benzimidazole). As a reaction SMILES: [CH3:1][O:2][C:3]([CH2:5][CH2:6][NH:7][C:8](=[O:18])[C:9]1[CH:14]=[CH:13][C:12]([NH:15][CH3:16])=[C:11]([NH2:17])[CH:10]=1)=[O:4].P(Cl)(Cl)(Cl)=O.[C:24]([C:26]1[CH:34]=[CH:33][C:29]([C:30](Cl)=O)=[CH:28][CH:27]=1)#[N:25]>C(OCC)(=O)C>[C:24]([C:26]1[CH:34]=[CH:33][C:29]([C:30]2[N:15]([CH3:16])[C:12]3[CH:13]=[CH:14][C:9]([C:8]([NH:7][CH2:6][CH2:5][C:3]([O:2][CH3:1])=[O:4])=[O:18])=[CH:10][C:11]=3[N:17]=2)=[CH:28][CH:27]=1)#[N:25]. Procedure details: 4.7 g of 3-amino-4-methylamino-benzoic acid-[N-(2-methoxycarbonyl-ethyl)-amide] are first stirred at ambient temperature with 40 ml of phosphorusoxychloride, then 3.1 g of 4-cyano-benzoylchloride are added and the mixture is heated to 90° C. for 8 hours. The phosphorusoxychloride is distilled off in vacuo, the residue is stirred into 500 ml of water at 30° C. and neutralised by the addition of sodium bicarbonate in batches. The precipitate is suction filtered and extracted with ethyl acetate. Th...